This data is from the Open Reaction Database (ORD), a public repository of structured organic reaction records. The task is: describe an organic reaction: reactants, conditions, products, and yield The reactants are C(C)(=O)NC=1SC=C(N1)C (2-acetamido-4-methylthiazole), [H-].[Na+] (sodium hydride), Cl.CN(CCCl)C (2-dimethylaminoethyl chloride HCl), suspension, [H-].[Na+] (sodium hydride). Run in CN(C)C=O (DMF). Reaction conditions: time 0.5 hour. The product is CC=1N=C(SC1)N(C(C)=O)CCN(C)C (N-(4-methyl-2-thiazolyl)-N-(2-dimethylaminoethyl) acetamide). As a reaction SMILES: [C:1]([NH:4][C:5]1[S:6][CH:7]=[C:8]([CH3:10])[N:9]=1)(=[O:3])[CH3:2].[H-].[Na+].Cl.[CH3:14][N:15]([CH3:19])[CH2:16][CH2:17]Cl>CN(C=O)C>[CH3:10][C:8]1[N:9]=[C:5]([N:4]([CH2:17][CH2:16][N:15]([CH3:19])[CH3:14])[C:1](=[O:3])[CH3:2])[S:6][CH:7]=1 |f:1.2,3.4|. Procedure details: The reaction is run under a nitrogen atmosphere. To a stirred solution of 31.2 g. (0.20 mole) of 2-acetamido-4-methylthiazole in 300 ml. of DMF is added 9.6 g. (0.20 mole) of a 50% suspension of sodium hydride in mineral oil. The reaction is stirred for 1/2 hour as the temperature spontaneously rises to 50° C. The reaction is cooled to 35° to 40° C. and a further 12.0 g. (0.25 mole) of sodium hydride suspension added followed by 36.0 g. (0.25 mole) of 2-dimethylaminoethyl chloride HCl, added por... The reactants are CCOC(=O)CC(C)(O)c1ccc(-c2ccccc2)cc1, c1ccccc1. Yields the product CCOC(=O)C=C(C)c1ccc(-c2ccccc2)cc1. RXN SMILES: [OH:1][C:2]([CH2:3][C:4](=[O:5])[O:6][CH2:7][CH3:8])([CH3:9])[c:10]1[cH:11][cH:12][c:13](-[c:16]2[cH:17][cH:18][cH:19][cH:20][cH:21]2)[cH:14][cH:15]1.[cH:22]1[cH:23][cH:24][cH:25][cH:26][cH:27]1>>[C:2](=[CH:3][C:4](=[O:5])[O:6][CH2:7][CH3:8])([CH3:9])[c:10]1[cH:11][cH:12][c:13](-[c:16]2[cH:17][cH:18][cH:19][cH:20][cH:21]2)[cH:14][cH:15]1. Starting materials: CC(=O)OC(C)=O, CC(=O)O, O, CCOC(=O)C(=CNc1ccc(CO)cc1I)C(=O)OCC. The product is CCOC(=O)C(=CNc1ccc(COC(C)=O)cc1I)C(=O)OCC. As a reaction SMILES: [CH3:23][C:24](=[O:25])[O:26][C:27](=[O:28])[CH3:29].[CH3:31][C:32](=[O:33])[OH:34].[OH2:30].[OH:1][CH2:2][c:3]1[cH:4][c:5]([I:22])[c:6]([NH:7][CH:8]=[C:9]([C:10](=[O:11])[O:12][CH2:13][CH3:14])[C:15](=[O:16])[O:17][CH2:18][CH3:19])[cH:20][cH:21]1>>[O:1]([CH2:2][c:3]1[cH:4][c:5]([I:22])[c:6]([NH:7][CH:8]=[C:9]([C:10](=[O:11])[O:12][CH2:13][CH3:14])[C:15](=[O:16])[O:17][CH2:18][CH3:19])[cH:20][cH:21]1)[C:24]([CH3:23])=[O:25]. Isolated yield 10.3%. As a reaction SMILES: [CH3:1][O:2][C:3]([C:5]1[CH:6]=[C:7]2[C:12](=[CH:13][CH:14]=1)[N:11]=[N:10][CH:9]=[C:8]2Cl)=[O:4].C([O-])=O.[Na+].C(N(CC)C(C)C)(C)C.O>CS(C)=O.C1C=CC([P]([Pd]([P](C2C=CC=CC=2)(C2C=CC=CC=2)C2C=CC=CC=2)([P](C2C=CC=CC=2)(C2C=CC=CC=2)C2C=CC=CC=2)[P](C2C=CC=CC=2)(C2C=CC=CC=2)C2C=CC=CC=2)(C2C=CC=CC=2)C2C=CC=CC=2)=CC=1>[CH3:1][O:2][C:3]([C:5]1[CH:6]=[C:7]2[C:12](=[CH:13][CH:14]=1)[N:11]=[N:10][CH:9]=[CH:8]2)=[O:4] |f:1.2,^1:37,39,58,77|. The reactants are O (water), COC(=O)C=1C=C2C(=CN=NC2=CC1)Cl (4-chloro-cinnoline-6-carboxylic acid methyl ester), C(=O)[O-].[Na+] (sodium formate), C(C)(C)N(C(C)C)CC (N,N-diisopropylethylamine). Product: COC(=O)C=1C=C2C=CN=NC2=CC1 (Cinnoline-6-carboxylic acid methyl ester). The solvent is CS(=O)C (dimethylsulfoxide). The reagents and catalysts are C=1C=CC(=CC1)[P](C=2C=CC=CC2)(C=3C=CC=CC3)[Pd]([P](C=4C=CC=CC4)(C=5C=CC=CC5)C=6C=CC=CC6)([P](C=7C=CC=CC7)(C=8C=CC=CC8)C=9C=CC=CC9)[P](C=1C=CC=CC1)(C=1C=CC=CC1)C=1C=CC=CC1 (tetrakis(triphenylphosphine)palladium(0)). Reported procedure: To a solution of 4-chloro-cinnoline-6-carboxylic acid methyl ester (192 mg, 0.863 mmol) in dimethylsulfoxide (30 mL) were added sodium formate (70 mg, 1.04 mmol), tetrakis(triphenylphosphine)palladium(0) (198 mg, 0.702 mmol) and N,N-diisopropylethylamine (0.21 mL, 1.21 mmol), and the mixture was stirred for 1.5 hours at 90° C. After cooling to room temperature, water was added, ethyl acetate extraction was carried out, the organic layer was washed with water and brine, then, after drying over an... Run at temperature 90 celsius, time 1.5 hour. Starting materials: NCC1(CCCCC1)N(C)C (1-aminomethylcyclohexyldimethylamine), FC1=CC=C(C(=O)Cl)C=C1 (4-fluorobenzoyl chloride). Solvent: N1=CC=CC=C1 (pyridine). Conditions: time 1 hour. Yields the product Cl.FC1=CC=C(C(=O)NCC2(CCCCC2)N(C)C)C=C1 (1-(4-fluorobenzamidomethyl)-cyclohexyl dimethylamine hydrochloride). Reaction SMILES: [NH2:1][CH2:2][C:3]1([N:9]([CH3:11])[CH3:10])[CH2:8][CH2:7][CH2:6][CH2:5][CH2:4]1.[F:12][C:13]1[CH:21]=[CH:20][C:16]([C:17]([Cl:19])=[O:18])=[CH:15][CH:14]=1>N1C=CC=CC=1>[ClH:19].[F:12][C:13]1[CH:21]=[CH:20][C:16]([C:17]([NH:1][CH2:2][C:3]2([N:9]([CH3:11])[CH3:10])[CH2:8][CH2:7][CH2:6][CH2:5][CH2:4]2)=[O:18])=[CH:15][CH:14]=1 |f:3.4|. Procedure details: A mixture of 1-aminomethylcyclohexyldimethylamine (1.0 g), 4-fluorobenzoyl chloride (2 ml) and pyridine (10 ml) was allowed to stand at room temperature for 1 hr. The crystalline material produced was filtered and recrystallised several times from ethanol/ether to give colourless needles of 1-(4-fluorobenzamidomethyl)-cyclohexyl dimethylamine hydrochloride m.p. 238°-239° . Starting materials: C1CCOC1, Cc1ccc(CCCO)s1, Clc1nsnc1-c1cccnc1, [H-], [Na+]. Reaction SMILES: [CH2:25]1[O:26][CH2:27][CH2:28][CH2:29]1.[CH3:3][c:4]1[cH:5][cH:6][c:7]([CH2:9][CH2:10][CH2:11][OH:12])[s:8]1.[Cl:13][c:14]1[n:15][s:16][n:17][c:18]1-[c:19]1[cH:20][n:21][cH:22][cH:23][cH:24]1.[H-:1].[Na+:2]>>[CH3:3][c:4]1[cH:5][cH:6][c:7]([CH2:9][CH2:10][CH2:11][O:12][c:14]2[n:15][s:16][n:17][c:18]2-[c:19]2[cH:20][n:21][cH:22][cH:23][cH:24]2)[s:8]1. Product: Cc1ccc(CCCOc2nsnc2-c2cccnc2)s1. The reactants are BrCC1=CC(=C(C=C1)C(CN1C(C=C(C=C1)OCC1=NC=C(C=C1)Br)=O)=O)C (1-[2-(4-Bromomethyl-2-methyl-phenyl)-2-oxo-ethyl]-4-(5-bromo-pyridin-2-ylmethoxy)-1H-pyridin-2-one), Cl.OC[C@@H]1NCCCC1 ((R)-2-hydroxymethylpiperidine hydrochloride), C(=O)([O-])[O-].[K+].[K+] (K2CO3). Solvent: CN(C)C=O (DMF). Run at temperature 80 celsius, time 2 hour. The product is BrC=1C=CC(=NC1)COC1=CC(N(C=C1)CC(=O)C1=C(C=C(C=C1)CN1[C@H](CCCC1)CO)C)=O ((R)-4-(5-Bromo-pyridin-2-ylmethoxy)-1-{2-[4-(2-hydroxymethyl-piperidin-1-ylmethyl)-2-methyl-phenyl]-2-oxo-ethyl}-1H-pyridin-2-one). Reaction SMILES: Br[CH2:2][C:3]1[CH:8]=[CH:7][C:6]([C:9](=[O:27])[CH2:10][N:11]2[CH:16]=[CH:15][C:14]([O:17][CH2:18][C:19]3[CH:24]=[CH:23][C:22]([Br:25])=[CH:21][N:20]=3)=[CH:13][C:12]2=[O:26])=[C:5]([CH3:28])[CH:4]=1.Cl.[OH:30][CH2:31][C@H:32]1[CH2:37][CH2:36][CH2:35][CH2:34][NH:33]1.C([O-])([O-])=O.[K+].[K+]>CN(C=O)C>[Br:25][C:22]1[CH:23]=[CH:24][C:19]([CH2:18][O:17][C:14]2[CH:15]=[CH:16][N:11]([CH2:10][C:9]([C:6]3[CH:7]=[CH:8][C:3]([CH2:2][N:33]4[CH2:34][CH2:35][CH2:36][CH2:37][C@@H:32]4[CH2:31][OH:30])=[CH:4][C:5]=3[CH3:28])=[O:27])[C:12](=[O:26])[CH:13]=2)=[N:20][CH:21]=1 |f:1.2,3.4.5|. Procedure details: To a solution of 1-[2-(4-bromomethyl-2-methyl-phenyl)-2-oxo-ethyl]-4-(5-bromo-pyridin-2-ylmethoxy)-1H-pyridin-2-one (preparation 4b, 100 mg, 0.20 mmol) in DMF (2 mL) is added (R)-2-hydroxymethylpiperidine hydrochloride (75 mg, 0.50 mmol) and K2CO3 (55 mg, 0.40 mmol). The reaction mixture is stirred 2 h at 80° C. The mixture is purified via reverse phase HPLC chromatography (Phenomenex Gemini-C18 10 μm, gradient 5%→90% acetonitrile in water+0.3% NH4OH, 120 mL/min).